From a dataset of the Open Reaction Database (ORD), a public repository of structured organic reaction records. describe an organic reaction: reactants, conditions, products, and yield The reactants are ClCC1=CC=C(C=N1)S(=O)(=O)NC1=NC2=CC=CC=C2N=C1NC1=CC(=CC(=C1)OC)OC (6-(chloromethyl)-N-{3-[(3,5-dimethoxyphenyl)amino]quinoxalin-2-yl}pyridine-3-sulfonamide), C(C)N(C(C)C)C(C)C (N-ethyl-N-isopropylpropan-2-amine), CN1CCNCC1 (1-methylpiperazine). Solvent: C(Cl)Cl (DCM), C(C)#N (ACN). Conditions: time 2 hour. Product: COC=1C=C(C=C(C1)OC)NC=1C(=NC2=CC=CC=C2N1)NS(=O)(=O)C=1C=NC(=CC1)CN1CCN(CC1)C (N-{3-[(3,5-dimethoxyphenyl)amino]quinoxalin-2-yl}-6-[(4-methylpiperazin-1-yl)methyl]pyridine-3-sulfonamide). Isolated yield 9.1%. RXN SMILES: Cl[CH2:2][C:3]1[N:8]=[CH:7][C:6]([S:9]([NH:12][C:13]2[C:22]([NH:23][C:24]3[CH:29]=[C:28]([O:30][CH3:31])[CH:27]=[C:26]([O:32][CH3:33])[CH:25]=3)=[N:21][C:20]3[C:15](=[CH:16][CH:17]=[CH:18][CH:19]=3)[N:14]=2)(=[O:11])=[O:10])=[CH:5][CH:4]=1.C(N(C(C)C)C(C)C)C.[CH3:43][N:44]1[CH2:49][CH2:48][NH:47][CH2:46][CH2:45]1>C(#N)C.C(Cl)Cl>[CH3:33][O:32][C:26]1[CH:25]=[C:24]([NH:23][C:22]2[C:13]([NH:12][S:9]([C:6]3[CH:7]=[N:8][C:3]([CH2:2][N:47]4[CH2:48][CH2:49][N:44]([CH3:43])[CH2:45][CH2:46]4)=[CH:4][CH:5]=3)(=[O:10])=[O:11])=[N:14][C:15]3[C:20]([N:21]=2)=[CH:19][CH:18]=[CH:17][CH:16]=3)[CH:29]=[C:28]([O:30][CH3:31])[CH:27]=1. Procedure details: 6-(chloromethyl)-N-{3-[(3,5-dimethoxyphenyl)amino]quinoxalin-2-yl}pyridine-3-sulfonamide (100 mg; 0.12 mmol; 1 eq.) and N-ethyl-N-isopropylpropan-2-amine (0.03 ml; 0.25 mmol; 2 eq.) are dissolved in ACN (25 ml) at room temperature then 1-methylpiperazine (0.06 ml; 0.62 mmol; 5 eq.) is added. The reaction mixture is stirred at room temperature for 2 hours. The reaction is quenched by addition of water and neutralized by addition of aqueous Na2CO3. The mixture is concentrated under reduced pressur... Reactants: O=c1[nH]ccc2c3[nH]c(-c4c(F)cccc4F)nc3c3ccc(Br)cc3c12, CC(C)(C)P(c1ccccc1-c1ccccc1)C(C)(C)C, Cc1ccccc1, CC(C)(C)[O-], CCCC[N+](CCCC)(CCCC)CCCC, [F-], NCC1CCOC1, [Na+], O=C(C=Cc1ccccc1)C=Cc1ccccc1, O=C(C=Cc1ccccc1)C=Cc1ccccc1, O=C(C=Cc1ccccc1)C=Cc1ccccc1, [Pd], [Pd]. Yields the product O=c1[nH]ccc2c3[nH]c(-c4c(F)cccc4F)nc3c3ccc(NCC4CCOC4)cc3c12. Reaction SMILES: [Br:1][c:2]1[cH:3][c:4]2[c:5]([c:6]3[c:7]([c:8]4[cH:9][cH:10][nH:11][c:12](=[O:14])[c:13]24)[nH:15][c:16](-[c:18]2[c:19]([F:25])[cH:20][cH:21][cH:22][c:23]2[F:24])[n:17]3)[cH:26][cH:27]1.[C:34]([P:35]([C:36]([CH3:37])([CH3:38])[CH3:39])[c:40]1[cH:41][cH:42][cH:43][cH:44][c:45]1-[c:46]1[cH:47][cH:48][cH:49][cH:50][cH:51]1)([CH3:52])([CH3:53])[CH3:54].[CH3:136][c:137]1[cH:138][cH:139][cH:140][cH:141][cH:142]1.[CH3:28][C:29]([CH3:30])([O-:31])[CH3:32].[CH3:63][CH2:64][CH2:65][CH2:66][N+:67]([CH2:68][CH2:69][CH2:70][CH3:71])([CH2:72][CH2:73][CH2:74][CH3:75])[CH2:76][CH2:77][CH2:78][CH3:79].[F-:62].[NH2:55][CH2:56][CH:57]1[CH2:58][O:59][CH2:60][CH2:61]1.[Na+:33].[O:100]=[C:101]([CH:102]=[CH:103][c:104]1[cH:105][cH:106][cH:107][cH:108][cH:109]1)[CH:110]=[CH:111][c:112]1[cH:113][cH:114][cH:115][cH:116][cH:117]1.[O:118]=[C:119]([CH:120]=[CH:121][c:122]1[cH:123][cH:124][cH:125][cH:126][cH:127]1)[CH:128]=[CH:129][c:130]1[cH:131][cH:132][cH:133][cH:134][cH:135]1.[O:82]=[C:83]([CH:84]=[CH:85][c:86]1[cH:87][cH:88][cH:89][cH:90][cH:91]1)[CH:92]=[CH:93][c:94]1[cH:95][cH:96][cH:97][cH:98][cH:99]1.[Pd:80].[Pd:81]>>[c:2]1([NH:55][CH2:56][CH:57]2[CH2:58][O:59][CH2:60][CH2:61]2)[cH:3][c:4]2[c:5]([c:6]3[c:7]([c:8]4[cH:9][cH:10][nH:11][c:12](=[O:14])[c:13]24)[nH:15][c:16](-[c:18]2[c:19]([F:25])[cH:20][cH:21][cH:22][c:23]2[F:24])[n:17]3)[cH:26][cH:27]1.